Task: describe an organic reaction: reactants, conditions, products, and yield. Dataset: the Open Reaction Database (ORD), a public repository of structured organic reaction records Reactants: Cn1cnc(S(=O)(=O)Cl)c1, CN(C)c1ccccn1, Cn1nc(OCCOc2ncc(Cl)cn2)c(-c2ccc3c(c2)OCO3)c1N, Cn1cnc(S(=O)(=O)N(c2c(-c3ccc4c(c3)OCO4)c(OCCOc3ncc(Cl)cn3)nn2C)S(=O)(=O)c2cn(C)cn2)c1, c1ccncc1. Yields the product Cn1cnc(S(=O)(=O)Nc2c(-c3ccc4c(c3)OCO4)c(OCCOc3ncc(Cl)cn3)nn2C)c1. RXN SMILES: [CH3:1][n:2]1[cH:3][c:4]([S:5]([Cl:6])(=[O:7])=[O:8])[n:9][cH:10]1.[CH3:38][N:39]([c:40]1[cH:41][cH:42][cH:43][cH:44][n:45]1)[CH3:46].[O:11]1[c:12]2[cH:13][cH:14][c:15](-[c:16]3[c:17]([O:18][CH2:19][CH2:20][O:21][c:22]4[n:23][cH:24][c:25]([Cl:26])[cH:27][n:28]4)[n:29][n:30]([CH3:31])[c:32]3[NH2:33])[cH:34][c:35]2[O:36][CH2:37]1.[O:47]1[CH2:48][O:49][c:50]2[c:51]1[cH:52][cH:53][c:54](-[c:56]1[c:57]([O:81][CH2:82][CH2:83][O:84][c:85]3[n:86][cH:87][c:88]([Cl:91])[cH:89][n:90]3)[n:58][n:59]([CH3:80])[c:60]1[N:61]([S:62](=[O:63])(=[O:64])[c:65]1[n:66][cH:67][n:68]([CH3:70])[cH:69]1)[S:71]([c:72]1[n:73][cH:74][n:75]([CH3:76])[cH:77]1)(=[O:78])=[O:79])[cH:55]2.[cH:92]1[cH:93][cH:94][n:95][cH:96][cH:97]1>>[O:47]1[CH2:48][O:49][c:50]2[c:51]1[cH:52][cH:53][c:54](-[c:56]1[c:57]([O:81][CH2:82][CH2:83][O:84][c:85]3[n:86][cH:87][c:88]([Cl:91])[cH:89][n:90]3)[n:58][n:59]([CH3:80])[c:60]1[NH:61][S:62](=[O:63])(=[O:64])[c:65]1[n:66][cH:67][n:68]([CH3:70])[cH:69]1)[cH:55]2. Starting materials: CC(=O)O, COC(=O)Cn1c(=O)n(CC(=O)OC)c2c([N+](=O)[O-])c(Cl)ccc21, [Fe], O. The product is COC(=O)Cn1c(=O)n2c3c(c(Cl)ccc31)NC(=O)C2. RXN SMILES: [C:25]([OH:26])(=[O:27])[CH3:28].[Cl:1][c:2]1[c:3]([N+:22]([O-:23])=[O:24])[c:4]2[c:5]([n:6]([CH2:15][C:16](=[O:17])[O:18][CH3:19])[c:7](=[O:14])[n:8]2[CH2:9][C:10](=[O:11])[O:12][CH3:13])[cH:20][cH:21]1.[Fe:30].[OH2:29]>>[Cl:1][c:2]1[c:3]2[c:4]3[c:5]([n:6]([CH2:15][C:16](=[O:17])[O:18][CH3:19])[c:7](=[O:14])[n:8]3[CH2:9][C:10](=[O:11])[NH:22]2)[cH:20][cH:21]1. Reactants: NC(=O)N1C(=O)C=CC1=O, CCCCC(CC)CO. The product is CCCCC(CC)COC(=O)C=CC(=O)NC(N)=O. As a reaction SMILES: [C:10]([NH2:11])(=[O:12])[N:13]1[C:14](=[O:19])[CH:15]=[CH:16][C:17]1=[O:18].[CH2:1]([CH3:2])[CH:3]([CH2:4][OH:5])[CH2:6][CH2:7][CH2:8][CH3:9]>>[CH2:1]([CH3:2])[CH:3]([CH2:4][O:5][C:17]([CH:16]=[CH:15][C:14]([NH:13][C:10]([NH2:11])=[O:12])=[O:19])=[O:18])[CH2:6][CH2:7][CH2:8][CH3:9]. The reactants are C(C)OC(CN1N=CC=2[C@@H](CCCC12)N(C)S(=O)(=O)C1=CC(=CC(=C1)C(F)(F)F)Br)=O ({(R)-4-[(3-bromo-5-trifluoromethyl-benzenesulfonyl)-methyl-amino]-4,5,6,7-tetrahydro-indazol-1-yl}-acetic acid ethyl ester), Cl (hydrochloric acid), C1(=CC=CC=C1)[As](C1=CC=CC=C1)C1=CC=CC=C1 (triphenylarsine), C(C)OC(=C)[Sn](CCCC)(CCCC)CCCC (1-ethoxy-vinyltributyltin). The reagents and catalysts are C=1C=CC(=CC1)/C=C/C(=O)/C=C/C2=CC=CC=C2.C=1C=CC(=CC1)/C=C/C(=O)/C=C/C2=CC=CC=C2.C=1C=CC(=CC1)/C=C/C(=O)/C=C/C2=CC=CC=C2.[Pd].[Pd] (tris(dibenzylideneacetone)dipalladium(0)). The solvent is O (water), CN(C=O)C (N,N-dimethylformamide). Run at temperature 80 celsius, time 2 hour. Yields the product C(C)OC(CN1N=CC=2[C@@H](CCCC12)N(C)S(=O)(=O)C1=CC(=CC(=C1)C(F)(F)F)C(C)=O)=O ({(R)-4-[(3-acetyl-5-trifluoromethyl-benzenesulfonyl)-methyl-amino]-4,5,6,7-tetrahydro-indazol-1-yl}-acetic acid ethyl ester). Isolated yield 86.4%. As a reaction SMILES: [CH2:1]([O:3][C:4](=[O:31])[CH2:5][N:6]1[C:14]2[CH2:13][CH2:12][CH2:11][C@@H:10]([N:15]([S:17]([C:20]3[CH:25]=[C:24]([C:26]([F:29])([F:28])[F:27])[CH:23]=[C:22](Br)[CH:21]=3)(=[O:19])=[O:18])[CH3:16])[C:9]=2[CH:8]=[N:7]1)[CH3:2].C1([As](C2C=CC=CC=2)C2C=CC=CC=2)C=CC=CC=1.[CH2:51]([O:53]C([Sn](CCCC)(CCCC)CCCC)=C)[CH3:52].Cl>CN(C)C=O.C1C=CC(/C=C/C(/C=C/C2C=CC=CC=2)=O)=CC=1.C1C=CC(/C=C/C(/C=C/C2C=CC=CC=2)=O)=CC=1.C1C=CC(/C=C/C(/C=C/C2C=CC=CC=2)=O)=CC=1.[Pd].[Pd].O>[CH2:1]([O:3][C:4](=[O:31])[CH2:5][N:6]1[C:14]2[CH2:13][CH2:12][CH2:11][C@@H:10]([N:15]([S:17]([C:20]3[CH:25]=[C:24]([C:26]([F:29])([F:28])[F:27])[CH:23]=[C:22]([C:51](=[O:53])[CH3:52])[CH:21]=3)(=[O:19])=[O:18])[CH3:16])[C:9]=2[CH:8]=[N:7]1)[CH3:2] |f:5.6.7.8.9|. Reported procedure: To a solution of {(R)-4-[(3-bromo-5-trifluoromethyl-benzenesulfonyl)-methyl-amino]-4,5,6,7-tetrahydro-indazol-1-yl}-acetic acid ethyl ester (example 2-5) (prepared by the method analogous to the one described for example 2-1) (1.0 g, 1.9 mmol) in N,N-dimethylformamide (8 mL) was added tris(dibenzylideneacetone)dipalladium(0) (Pd2(dba)3) (175 mg, 0.19 mmol), triphenylarsine (Ph3As) (175 mg, 5.72 mmol) and 1-ethoxy-vinyltributyltin (1 mL, 2.86 mmol). After being stirred at 80° C. for 2 hours under...